Dataset: the Open Reaction Database (ORD), a public repository of structured organic reaction records. Task: describe an organic reaction: reactants, conditions, products, and yield The reactants are (-)-di-O,O'-p-toluoyl-L-tartaric acid monohydrate, C(C)N1[C@@H](C=2C3=C(C4=C(C[C@H]13)C=CC(=C4OC)OC)C=C(C2)C)CCC ((±)-(4R*,5aS*)-5-ethyl-4,5,5a,6-tetrahydro-9,10-dimethoxy-2-methyl-4-n-propyl-dibenz[cd,f]indole), CCOCC (ether). Run in CC(=O)C (acetone), CC(=O)C (acetone). The product is C(C)N1[C@H](C=2C3=C(C4=C(C[C@@H]13)C=CC(=C4OC)OC)C=C(C2)C)CCC ((-)-(4S,5aR)-5-ethyl-4,5,5a,6-tetrahydro-9,10-dimethoxy-2-methyl-4-n-propyl-dibenz[cd,f]indole). Reaction SMILES: [CH2:1]([N:3]1[C@@H:11]2[C:6]3=[C:7]([CH:20]=[C:21]([CH3:23])[CH:22]=[C:5]3[C@H:4]1[CH2:24][CH2:25][CH3:26])[C:8]1[C:15]([O:16][CH3:17])=[C:14]([O:18][CH3:19])[CH:13]=[CH:12][C:9]=1[CH2:10]2)[CH3:2].CCOCC>CC(C)=O>[CH2:1]([N:3]1[C@H:11]2[C:6]3=[C:7]([CH:20]=[C:21]([CH3:23])[CH:22]=[C:5]3[C@@H:4]1[CH2:24][CH2:25][CH3:26])[C:8]1[C:15]([O:16][CH3:17])=[C:14]([O:18][CH3:19])[CH:13]=[CH:12][C:9]=1[CH2:10]2)[CH3:2]. Reported procedure: 74.3 g (211 mM) of (±)-(4R*,5aS*)-5-ethyl-4,5,5a,6-tetrahydro-9,10-dimethoxy-2-methyl-4-n-propyl-dibenz[cd,f]indole are dissolved in 600 ml acetone and a solution of 81.67 g (211 mM) of (-)-di-O,O'-p-toluoyl-L-tartaric acid monohydrate in 300 ml acetone is added with stirring. The mixture is further stirred for one hour at room temperature, a total of 1 liter ether being added in portions during this period. The resultant precipitate is filtered off, washed with ethyl acetate until it remains li... The reactants are NCCN, Cc1ccc(S(=O)(=O)O)cc1, N#Cc1cc2ccccc2n1-c1ccccc1. The product is c1ccc(-n2c(C3=NCCN3)cc3ccccc32)cc1. Reaction SMILES: [CH2:29]([CH2:30][NH2:31])[NH2:32].[OH:18][S:19]([c:20]1[cH:21][cH:22][c:23]([CH3:24])[cH:25][cH:26]1)(=[O:27])=[O:28].[c:1]1(-[n:7]2[c:8]([C:16]#[N:17])[cH:9][c:10]3[cH:11][cH:12][cH:13][cH:14][c:15]23)[cH:2][cH:3][cH:4][cH:5][cH:6]1>>[c:1]1(-[n:7]2[c:8]([C:16]3=[N:31][CH2:30][CH2:29][NH:17]3)[cH:9][c:10]3[cH:11][cH:12][cH:13][cH:14][c:15]23)[cH:2][cH:3][cH:4][cH:5][cH:6]1. Starting materials: C(=O)C1=CC2=CC=CC=C2C2=C1OC1(C=N2)N(C2=CC=CC=C2C1(C)C)C (5'-Formyl-1,3,3-trimethylspiro[indoline-2,3'-[3H]-naphtho[2,1-b][1,4]oxazine]), C(CC#N)#N (malononitrile). The product is C(#N)C(=CC1=CC2=CC=CC=C2C2=C1OC1(C=N2)N(C2=CC=CC=C2C1(C)C)C)C#N (5'-(2,2-Dicyanovinyl)-1,3,3-trimethylspiro[indoline-2,3'-[3H]-naphtho[2,1-b][1,4]oxazine]). RXN SMILES: [CH:1]([C:3]1[C:12]2[O:13][C:14]3([C:24]([CH3:26])([CH3:25])[C:23]4[C:18](=[CH:19][CH:20]=[CH:21][CH:22]=4)[N:17]3[CH3:27])[CH:15]=[N:16][C:11]=2[C:10]2[C:5](=[CH:6][CH:7]=[CH:8][CH:9]=2)[CH:4]=1)=O.[C:28](#[N:32])[CH2:29][C:30]#[N:31]>>[C:30]([C:29]([C:28]#[N:32])=[CH:1][C:3]1[C:12]2[O:13][C:14]3([C:24]([CH3:26])([CH3:25])[C:23]4[C:22](=[CH:21][CH:20]=[CH:19][CH:18]=4)[N:17]3[CH3:27])[CH:15]=[N:16][C:11]=2[C:10]2[C:5](=[CH:6][CH:7]=[CH:8][CH:9]=2)[CH:4]=1)#[N:31]. Procedure details: This compound is prepared according to the method employed for Example 10, from 0.36 g (1 mmol) of the compound of Example 1 and from 0.13 g (2 mmol) of malononitrile. The product is NC=1C(=NC(=CC1)OC)Br (3-Amino-2-bromo-6-methoxypyridine), solid. Solvent: C(C)(=O)O (acetic acid). Reactants: BrBr (bromine), S(=S)(=O)([O-])[O-].[Na+].[Na+] (sodium thiosulfate), NC=1C=CC(=NC1)OC (5-amino-2-methoxypyridine), C(C)(=O)[O-].[Na+] (sodium acetate). Procedure: A mixture of 1.83 g (14.7 mM) of 5-amino-2-methoxypyridine and 1.21 g (14.7 mM) of sodium acetate in 12 ml of acetic acid is prepared and 0.75 ml (14.7 mM) of bromine is added gently, with stirring and while maintaining at room temperature. The reaction mixture is kept stirring for 30 minutes, at room temperature, and 200 ml of saturated sodium thiosulfate solution are then added. The aqueous phase obtained is extracted twice with ethyl acetate. The combined organic phases are dried over magnesi... Reaction SMILES: [NH2:1][C:2]1[CH:3]=[CH:4][C:5]([O:8][CH3:9])=[N:6][CH:7]=1.C([O-])(=O)C.[Na+].[Br:15]Br.S([O-])([O-])(=O)=S.[Na+].[Na+]>C(O)(=O)C>[NH2:1][C:2]1[C:7]([Br:15])=[N:6][C:5]([O:8][CH3:9])=[CH:4][CH:3]=1 |f:1.2,4.5.6|. Product: O=C(NC(Cc1ccc(CC(F)(F)C(F)(F)F)cc1)C(O)c1cccc(Cl)c1)c1cccc2c1C=CCCC2. Reaction SMILES: [C:75](=[O:76])([O-:77])[OH:78].[CH2:16]([N:17]=[C:18]=[N:19][CH2:20][CH2:21][CH2:22][N:23]([CH3:24])[CH3:25])[CH3:26].[CH3:64][N:65]([CH3:66])[CH:67]=[O:68].[CH3:69][CH2:70][O:71][C:72](=[O:73])[CH3:74].[ClH:15].[NH2:38][CH:39]([CH:40]([OH:41])[c:42]1[cH:43][c:44]([Cl:48])[cH:45][cH:46][cH:47]1)[CH2:49][c:50]1[cH:51][cH:52][c:53]([CH2:56][C:57]([C:58]([F:59])([F:60])[F:61])([F:62])[F:63])[cH:54][cH:55]1.[Na+:79].[OH2:27].[OH2:80].[OH:28][n:29]1[c:30]2[cH:31][cH:32][cH:33][cH:34][c:35]2[n:36][n:37]1.[c:1]1([C:12](=[O:13])[OH:14])[cH:2][cH:3][cH:4][c:5]2[c:6]1[CH:7]=[CH:8][CH2:9][CH2:10][CH2:11]2>>[c:1]1([C:12](=[O:14])[NH:38][CH:39]([CH:40]([OH:41])[c:42]2[cH:43][c:44]([Cl:48])[cH:45][cH:46][cH:47]2)[CH2:49][c:50]2[cH:51][cH:52][c:53]([CH2:56][C:57]([C:58]([F:59])([F:60])[F:61])([F:62])[F:63])[cH:54][cH:55]2)[cH:2][cH:3][cH:4][c:5]2[c:6]1[CH:7]=[CH:8][CH2:9][CH2:10][CH2:11]2. The reactants are O=C([O-])O, CCN=C=NCCCN(C)C, CN(C)C=O, CCOC(C)=O, Cl, NC(Cc1ccc(CC(F)(F)C(F)(F)F)cc1)C(O)c1cccc(Cl)c1, [Na+], O, O, On1nnc2ccccc21, O=C(O)c1cccc2c1C=CCCC2. Starting materials: C(C)O (ethanol), C([O-])(O)=O.[Na+] (Sodium bicarbonate), OC1=C(C=O)C=C(C(=C1Br)Cl)C(C)(C)C (2-hydroxy-3-bromo-4-chloro-5-(1,1-dimethylethyl)benzaldehyde), Cl.NO (hydroxylamine hydrochloride). Solvent: O (water), O1CCCC1 (tetrahydrofuran), O (water). Run at time 8 hour. The product is OC1=C(C=NO)C=C(C(=C1Br)Cl)C(C)(C)C (2-hydroxy-3-bromo-4-chloro-5-(1,1-dimethylethyl)benzaldehyde oxime). The yield is 84.5%. As a reaction SMILES: [OH:1][C:2]1[C:9]([Br:10])=[C:8]([Cl:11])[C:7]([C:12]([CH3:15])([CH3:14])[CH3:13])=[CH:6][C:3]=1[CH:4]=O.Cl.[NH2:17][OH:18].C(O)C.C(=O)(O)[O-].[Na+]>O1CCCC1.O>[OH:1][C:2]1[C:9]([Br:10])=[C:8]([Cl:11])[C:7]([C:12]([CH3:15])([CH3:14])[CH3:13])=[CH:6][C:3]=1[CH:4]=[N:17][OH:18] |f:1.2,4.5|. Reported procedure: A mixture of 2.25 g (7.72 mmol) of 2-hydroxy-3-bromo-4-chloro-5-(1,1-dimethylethyl)benzaldehyde and 0.59 g (8.49 mmol) of hydroxylamine hydrochloride in 15 ml of 1:1:1 tetrahydrofuran:ethanol:water was cooled in an ice-water bath. Sodium bicarbonate (0.78 g, 9.26 mmol) was added in small portions over 15 minutes. After stirring overnight at ambient temperature, water (25 ml) was added and the solid was filtered and dried. There was obtained 2.00 g (6.52 mmol, 85%) of 2-hydroxy-3-bromo-4-chloro-5... Starting materials: C1CCOC1 (THF), COC(=O)[C@@H]1CC[C@H](CC1)C1=NC(=C2N1C=CN=C2N)C2=CC=C1C=CC(=NC1=C2)C2=CC=CC=C2 (trans-4-[8-amino-1-(2-phenylquinolin-7-yl)-imidazo[1,5-a]pyrazin-3-yl]-cyclohexanecarboxylic acid methyl ester), [OH-].[Na+] (NaOH). Solvent: CO (methanol). Yields the product NC=1C=2N(C=CN1)C(=NC2C2=CC=C1C=CC(=NC1=C2)C2=CC=CC=C2)[C@@H]2CC[C@H](CC2)C(=O)O (trans-4-[8-Amino-1-(2-phenylquinolin-7-yl)-imidazo[1,5-a]pyrazin-3-yl]-cyclohexanecarboxylic acid). As a reaction SMILES: C1COCC1.C[O:7][C:8]([C@H:10]1[CH2:15][CH2:14][C@H:13]([C:16]2[N:20]3[CH:21]=[CH:22][N:23]=[C:24]([NH2:25])[C:19]3=[C:18]([C:26]3[CH:35]=[C:34]4[C:29]([CH:30]=[CH:31][C:32]([C:36]5[CH:41]=[CH:40][CH:39]=[CH:38][CH:37]=5)=[N:33]4)=[CH:28][CH:27]=3)[N:17]=2)[CH2:12][CH2:11]1)=[O:9].[OH-].[Na+]>CO>[NH2:25][C:24]1[C:19]2[N:20]([C:16]([C@H:13]3[CH2:12][CH2:11][C@H:10]([C:8]([OH:9])=[O:7])[CH2:15][CH2:14]3)=[N:17][C:18]=2[C:26]2[CH:35]=[C:34]3[C:29]([CH:30]=[CH:31][C:32]([C:36]4[CH:41]=[CH:40][CH:39]=[CH:38][CH:37]=4)=[N:33]3)=[CH:28][CH:27]=2)[CH:21]=[CH:22][N:23]=1 |f:2.3|. Reported procedure: A THF solution (2 mL) of trans-4-[8-amino-1-(2-phenylquinolin-7-yl)-imidazo[1,5-a]pyrazin-3-yl]-cyclohexanecarboxylic acid methyl ester was charged with 10M NaOH (0.31 mL, 3.1 mmol); a minimal amount of methanol was added to homogenize the reaction mixture. The reaction stirred at rt for 2 h. The reaction mixture was concentrated to solids and acidified to pH 5 with 2 MHCl. The aqueous layer was extracted with CHCl3 (5×) and combined organic layers were dried over Na2SO4, filtered, and concentra... The reactants are BrBr (bromine), COC1=CC=C(C=C1)C1CSC2=C(NC1=O)C=CC=C2 (2,3-dihydro-3-(4-methoxy phenyl)-1,5-benzothiazepin-4(5H)-one). Run in C(C)(=O)O (acetic acid), C(C)(=O)O (acetic acid). Reaction conditions: time 22 hour. The product is BrC=1C=C(C=CC1OC)C1CSC2=C(NC1=O)C=CC=C2 (3-(3-bromo-4-methoxy-phenyl)-2,3-dihydro-1,5-benzothiazepin-4(5H)-one). Reaction SMILES: [Br:1]Br.[CH3:3][O:4][C:5]1[CH:10]=[CH:9][C:8]([CH:11]2[C:17](=[O:18])[NH:16][C:15]3[CH:19]=[CH:20][CH:21]=[CH:22][C:14]=3[S:13][CH2:12]2)=[CH:7][CH:6]=1>C(O)(=O)C>[Br:1][C:10]1[CH:9]=[C:8]([CH:11]2[C:17](=[O:18])[NH:16][C:15]3[CH:19]=[CH:20][CH:21]=[CH:22][C:14]=3[S:13][CH2:12]2)[CH:7]=[CH:6][C:5]=1[O:4][CH3:3]. Procedure: 24 ml of a N solution of bromine in acetic acid were added to a solution of 2.28 g of 2,3-dihydro-3-(4-methoxy phenyl)-1,5-benzothiazepin-4(5H)-one of Step D of Example 1 in 16 ml of acetic acid. After 22 hours of stirring at ambient temperature, 100 ml of essence G were added and the gummy precipitate obtained was separated off by decanting the solution. Then, it was crystallized from 20 ml of ethanol and stirred for 30 minutes, followed by separation to obtain 2.22 g of the desired product mel... Starting materials: BrCCN1C(C2(N(C(C=3NC4=CC=C(C=C4C3C2)OC)C2=CC(=CC=C2)O)C1=O)C)=O ((3aSR,10RS)-2-(2-Bromoethyl)-10-(3-hydroxy-phenyl)-6-methoxy-3a-methyl-3a,4,9,10-tetrahydro-2,9,10a-triaza-cyclopenta[b]-fluorene-1,3-dione), C1(CC1)N (cyclopropyl amine). Yields the product C1(CC1)NCCN1C(C2(N(C(C=3NC4=CC=C(C=C4C3C2)OC)C2=CC(=CC=C2)O)C1=O)C)=O ((3aSR,10RS)-2-(2-Cyclopropylamino-ethyl)-10-(3-hydroxy-phenyl)-6-methoxy-3a-methyl-3a,4,9,10-tetrahydro-2,9,10a-triaza-cyclopenta[b]fluorene-1,3-dione). RXN SMILES: Br[CH2:2][CH2:3][N:4]1[C:28](=[O:29])[N:7]2[CH:8]([C:21]3[CH:26]=[CH:25][CH:24]=[C:23]([OH:27])[CH:22]=3)[C:9]3[NH:10][C:11]4[C:16]([C:17]=3[CH2:18][C:6]2([CH3:30])[C:5]1=[O:31])=[CH:15][C:14]([O:19][CH3:20])=[CH:13][CH:12]=4.[CH:32]1([NH2:35])[CH2:34][CH2:33]1>>[CH:32]1([NH:35][CH2:2][CH2:3][N:4]2[C:28](=[O:29])[N:7]3[CH:8]([C:21]4[CH:26]=[CH:25][CH:24]=[C:23]([OH:27])[CH:22]=4)[C:9]4[NH:10][C:11]5[C:16]([C:17]=4[CH2:18][C:6]3([CH3:30])[C:5]2=[O:31])=[CH:15][C:14]([O:19][CH3:20])=[CH:13][CH:12]=5)[CH2:34][CH2:33]1. Reported procedure: The title compound is prepared similarly as described for example 30 using (3aSR,10RS)-2-(2-Bromoethyl)-10-(3-hydroxy-phenyl)-6-methoxy-3a-methyl-3a,4,9,10-tetrahydro-2,9,10a-triaza-cyclopenta[b]-fluorene-1,3-dione (example 24) and cyclopropyl amine as starting materials. MS: m/z (MH+)=461.2